This data is from the Open Reaction Database (ORD), a public repository of structured organic reaction records. The task is: describe an organic reaction: reactants, conditions, products, and yield Starting materials: ClC1=CC=C2/C(/C(NC2=C1)=O)=C/C1=CC(=CC=C1)Cl (Z-6-chloro-3-(3-chloro-benzylidene)-1,3-dihydro-indol-2-one), C(C)OC=CC(O[Si](C)(C)C)=C ((3-ethoxy-1-methylene-allyloxy)-trimethyl-silane). The solvent is C1(=CC=CC=C1)C (toluene). Conditions: temperature 140 celsius, time 16 hour. Product: rac-(1R,2R)-6′-chloro-2-(3-chlorophenyl)spiro[5-cyclohexene-1,3′-[3H]indole]-2′,4(1′H)-dione, C(C)OC1CC(CCC12C(NC1=CC=CC=C21)=O)=O (6-ethoxy-spiro[cyclohexane-1,3′-[3H]indole]-2′,4(1′H)-dione). Yield: 23.7%. As a reaction SMILES: Cl[C:2]1[CH:10]=[C:9]2[C:5](/[C:6](=[CH:12]/C3C=CC=C(Cl)C=3)/[C:7](=[O:11])[NH:8]2)=[CH:4][CH:3]=1.[CH2:20]([O:22][CH:23]=[CH:24][C:25](=[CH2:31])[O:26][Si](C)(C)C)[CH3:21]>C1(C)C=CC=CC=1>[CH2:20]([O:22][CH:23]1[C:6]2([C:5]3[C:9](=[CH:10][CH:2]=[CH:3][CH:4]=3)[NH:8][C:7]2=[O:11])[CH2:12][CH2:26][C:25](=[O:31])[CH2:24]1)[CH3:21]. Procedure details: To a suspension of E/Z-6-chloro-3-(3-chloro-benzylidene)-1,3-dihydro-indol-2-one (1.45 g, 15.0 mmol) in toluene (20 mL) in a sealed tube was added (3-ethoxy-1-methylene-allyloxy)-trimethyl-silane (1.24 g, 7.5 mmol). The reaction mixture was allowed to stir at 140° C. for 16 hrs. The solvent was removed by concentration. The residue was dissolved in MeOH (50 mL) and treated with 4 N NaOH (5 mL) at rt for 0.5 h. The reaction mixture was then diluted with AcOEt and washed with water and brine. Afte... Starting materials: NCCC1=CC=C(C=C1)SC(C(=O)OC(C)(C)C)(C)C (1,1-dimethylethyl 2-[[4-(2-aminoethyl)phenyl]thio]-2-methyl-propanoate), Cl (HCl), C(C1=CC=CO1)=O (furfural), C(#N)[BH3-].[Na+] (sodium cyanoborohydride). Solvent: CO (methanol), C(C)(=O)O (acetic acid). Reaction conditions: temperature 0 celsius, time 8 hour. Yields the product O1C(=CC=C1)CNCCC1=CC=C(C=C1)SC(C(=O)OC(C)(C)C)(C)C (1,1-Dimethylethyl 2-[[4-[2-[(2-furanylmethyl)amino]ethyl]phenyl]thio]-2-methyl-propanoate). Yield: 47.2%. Reaction SMILES: [NH2:1][CH2:2][CH2:3][C:4]1[CH:9]=[CH:8][C:7]([S:10][C:11]([CH3:20])([CH3:19])[C:12]([O:14][C:15]([CH3:18])([CH3:17])[CH3:16])=[O:13])=[CH:6][CH:5]=1.[CH:21](=O)[C:22]1[O:26][CH:25]=[CH:24][CH:23]=1.C([BH3-])#N.[Na+].Cl>CO.C(O)(=O)C>[O:26]1[CH:25]=[CH:24][CH:23]=[C:22]1[CH2:21][NH:1][CH2:2][CH2:3][C:4]1[CH:5]=[CH:6][C:7]([S:10][C:11]([CH3:20])([CH3:19])[C:12]([O:14][C:15]([CH3:18])([CH3:17])[CH3:16])=[O:13])=[CH:8][CH:9]=1 |f:2.3|. Reported procedure: 4.0 g of 1,1-dimethylethyl 2-[[4-(2-aminoethyl)phenyl]thio]-2-methyl-propanoate [(P. J. Brown et al., J. Med. Chem. 42, 3785-88 (1999)] are dissolved in 100 ml of methanol and treated with 2.6 g of furfural. 9.3 ml of glacial acetic acid are added and the mixture is boiled briefly (10 min). The mixture is then cooled to 0° C., and 4.25 g of sodium cyanoborohydride are added a little at a time. The mixture is then stirred at room temperature overnight. 1 N HCl is added until the mixture is acidic... Reactants: C(C)OC(C(SC1=CC=C(C=C1)O)C1=CC(=CC=C1)Cl)=O (ethyl(3-chlorophenyl)[(4-hydroxyphenyl)sulfanyl]acetate), N(=NC(=O)N1CCCCC1)C(=O)N1CCCCC1 (1,1′(azodicarbonyl)dipiperidine), C(CCC)P(CCCC)CCCC (Tributylphosphine), C(C#CC)O (2-butyn-1-ol). Solvent: C1CCOC1 (THF). Run at time 2 hour. The product is C(C)OC(C(C1=CC(=CC=C1)Cl)SC1=CC=C(C=C1)OCC#CC)=O (Ethyl{[4-(2-butynyloxy)phenyl]sulfanyl}(3-chlorophenyl)acetate), oil. The yield is 84.0%. As a reaction SMILES: [CH2:1]([O:3][C:4](=[O:21])[CH:5]([C:14]1[CH:19]=[CH:18][CH:17]=[C:16]([Cl:20])[CH:15]=1)[S:6][C:7]1[CH:12]=[CH:11][C:10]([OH:13])=[CH:9][CH:8]=1)[CH3:2].[CH2:22](O)[C:23]#[C:24][CH3:25].N(C(N1CCCCC1)=O)=NC(N1CCCCC1)=O.C(P(CCCC)CCCC)CCC>C1COCC1>[CH2:1]([O:3][C:4](=[O:21])[CH:5]([S:6][C:7]1[CH:8]=[CH:9][C:10]([O:13][CH2:22][C:23]#[C:24][CH3:25])=[CH:11][CH:12]=1)[C:14]1[CH:19]=[CH:18][CH:17]=[C:16]([Cl:20])[CH:15]=1)[CH3:2]. Procedure details: The ethyl(3-chlorophenyl)[(4-hydroxyphenyl)sulfanyl]acetate (4.2 g, 13 mmol) was stirred with THF (100 ml) in a dried two-necked flask under inert conditions. The 2-butyn-1-ol (0.97 ml, 13 mmol) and 1,1′(azodicarbonyl)dipiperidine (3.94 g, 15.6 mmol). Tributylphosphine (3.90 ml, 15.6 mmol) was added dropwise at 0° C. The reaction mixture was allowed to stir at room temperature under nitrogen for 2 hours before it was concentrated. The residue was triturated with ether and the filtrate was concen...